From a dataset of the Open Reaction Database (ORD), a public repository of structured organic reaction records. describe an organic reaction: reactants, conditions, products, and yield Reactants: C (charcoal), FC(C(CC(=O)OCC)=O)(F)F (ethyl trifluoroacetoacetate), C1(=CC=CC=C1)NN (phenylhydrazine), Cl (HCl). Solvent: CO (methanol). Run at time 1.5 hour. Yields the product C1(=CC=CC=C1)N1N=C(C=C1O)C(F)(F)F (1-phenyl-3-trifluoromethyl-5-hydroxypyrazole). Yield: 79.3%. RXN SMILES: [F:1][C:2]([F:12])([F:11])[C:3](=O)[CH2:4][C:5]([O:7]CC)=O.[C:13]1([NH:19][NH2:20])[CH:18]=[CH:17][CH:16]=[CH:15][CH:14]=1.Cl.C>CO>[C:13]1([N:19]2[C:5]([OH:7])=[CH:4][C:3]([C:2]([F:1])([F:11])[F:12])=[N:20]2)[CH:18]=[CH:17][CH:16]=[CH:15][CH:14]=1. Procedure: A mixture of 44 ml (0.3 mol) of ethyl trifluoroacetoacetate and 33 mL (335.4 mmol) of phenylhydrazine in 60 ml of methanol containing 6 ml of conc. HCl solution was refluxed with stirring for 1.5 hours. After adding activated charcoal with stirring, the hot mixture was filtered. The residue was washed with methanol (2×70 ml), diluted with water, and the resulting white solid was filtered. The solid was washed with hexane and dried to afford 54.3 g (79%) of 1-phenyl-3-trifluoromethyl-5-hydroxypyr... Starting materials: COC(C(CC1=CC=C(C=C1)OCCBr)NC(=CC(C=1C=NC=CC1)=O)C)=O (2-(1-methyl-3-oxo-3-(3-pyridyl)-propenylamino)-3-[4-(2-bromoethoxy)-phenyl]-propionic acid methyl ester), C1=CC=CC=2C3=CC=CC=C3NC12 (carbazole), [OH-].[Na+] (NaOH). The reagents and catalysts are [Br-].C(CCC)[N+](CCCC)(CCCC)CCCC (tetrabutyl ammonium bromide). Solvent: C1=CC=CC=C1 (benzene), C1=CC=CC=C1 (benzene). Product: CC(=CC(C=1C=NC=CC1)=O)NC(C(=O)O)CC1=CC=C(C=C1)OCCC1=CC=CC=2C3=CC=CC=C3NC12 (2-[1-methyl-3-oxo-3-(3-pyridyl)-propenylamino]-3-[4-(2-carbazolylethoxy)-phenyl]-propionic acid). Yield: 15.7%. RXN SMILES: C[O:2][C:3](=[O:28])[CH:4]([NH:16][C:17]([CH3:27])=[CH:18][C:19](=[O:26])[C:20]1[CH:21]=[N:22][CH:23]=[CH:24][CH:25]=1)[CH2:5][C:6]1[CH:11]=[CH:10][C:9]([O:12][CH2:13][CH2:14]Br)=[CH:8][CH:7]=1.[CH:29]1[C:41]2[NH:40][C:39]3[C:34](=[CH:35][CH:36]=[CH:37][CH:38]=3)[C:33]=2[CH:32]=[CH:31][CH:30]=1.[OH-].[Na+]>C1C=CC=CC=1.[Br-].C([N+](CCCC)(CCCC)CCCC)CCC>[CH3:27][C:17]([NH:16][CH:4]([CH2:5][C:6]1[CH:11]=[CH:10][C:9]([O:12][CH2:13][CH2:14][C:38]2[C:39]3[NH:40][C:41]4[C:33](=[CH:32][CH:31]=[CH:30][CH:29]=4)[C:34]=3[CH:35]=[CH:36][CH:37]=2)=[CH:8][CH:7]=1)[C:3]([OH:2])=[O:28])=[CH:18][C:19](=[O:26])[C:20]1[CH:21]=[N:22][CH:23]=[CH:24][CH:25]=1 |f:2.3,5.6|. Procedure details: To a solution of 2-(1-methyl-3-oxo-3-(3-pyridyl)-propenylamino)-3-[4-(2-bromoethoxy)-phenyl]-propionic acid methyl ester (0.22 g, 0.49 mmol) and carbazole (0.082 g, 0.49 mmol) in benzene (10 ml) is added tetrabutyl ammonium bromide (0.08 g) and 50% NaOH aqueous solution (0.084 g, 1.08 mmol), then the mixture is heated to reflux for 10 h. After cooled, benzene (30 ml) is added, and the mixture is washed with water(3×30 ml). Then the solvent is evaporated under a vacuum. The crude product is purif...